The task is: describe an organic reaction: reactants, conditions, products, and yield. This data is from the Open Reaction Database (ORD), a public repository of structured organic reaction records. The reactants are SC1=C(C=CC=C1)C1=CC=C(C=C1)C(C(=O)OCC)O (ethyl 2'-mercapto-4-biphenylylglycolate), [OH-].[Na+] (sodium hydroxide), S(=O)(=O)(OC)OC (dimethyl sulfate). Solvent: O (water). Reaction conditions: temperature 40 celsius, time 2 hour. Yields the product CSC1=C(C=CC=C1)C1=CC=C(C=C1)C(C(=O)OCC)O (ethyl 2'-methylthio-4-biphenylylglycolate). RXN SMILES: [SH:1][C:2]1[CH:7]=[CH:6][CH:5]=[CH:4][C:3]=1[C:8]1[CH:13]=[CH:12][C:11]([CH:14]([OH:20])[C:15]([O:17][CH2:18][CH3:19])=[O:16])=[CH:10][CH:9]=1.[OH-].[Na+].S(OC)(O[CH3:27])(=O)=O>O>[CH3:27][S:1][C:2]1[CH:7]=[CH:6][CH:5]=[CH:4][C:3]=1[C:8]1[CH:13]=[CH:12][C:11]([CH:14]([OH:20])[C:15]([O:17][CH2:18][CH3:19])=[O:16])=[CH:10][CH:9]=1 |f:1.2|. Procedure details: To 3.85 g. of ethyl 2'-mercapto-4-biphenylylglycolate is 40 ml. of water containing 0.65 g. of sodium hydroxide is added 2 ml. of dimethyl sulfate with stirring. The reaction mixture is gradually warmed to 40°C and stirred for 2 hours. The mixture is cooled and extracted with ether which is washed with water, dried and evaporated in vacuo. The residue is distilled to obtain ethyl 2'-methylthio-4-biphenylylglycolate. The reactants are B, C1CCOC1, O=C(Cc1ccccc1)N1CCCc2ncc3ccccc3c21. Yields the product c1ccc(CCN2CCCc3ncc4ccccc4c32)cc1. RXN SMILES: [BH3:24].[O:25]1[CH2:26][CH2:27][CH2:28][CH2:29]1.[c:1]1([CH2:7][C:8](=[O:9])[N:10]2[c:11]3[c:12]4[c:13]([cH:14][n:15][c:16]3[CH2:17][CH2:18][CH2:19]2)[cH:20][cH:21][cH:22][cH:23]4)[cH:2][cH:3][cH:4][cH:5][cH:6]1>>[c:1]1([CH2:7][CH2:8][N:10]2[c:11]3[c:12]4[c:13]([cH:14][n:15][c:16]3[CH2:17][CH2:18][CH2:19]2)[cH:20][cH:21][cH:22][cH:23]4)[cH:2][cH:3][cH:4][cH:5][cH:6]1. The reactants are NC1=NC(=NC=C1C(=O)C1=C(C(=CC=C1OC)F)F)NC1CCN(CC1)S(=O)(=O)CCCCl ([4-Amino-2-[1-(3-chloro-propane-1-sulfonyl)-piperidin-4-ylamino]-pyrimidin-5-yl]-(2,3-difluoro-6-methoxy-phenyl)-methanone), NC(CCO)CCO (3-amino-pentane-1,5-diol), methyl oxime, CCOC(=O)CC(=O)CC(=O)OCC (diethyl 1,3-acetonedicarboxylate), [H-].[Al+3].[Li+].[H-].[H-].[H-] (lithium aluminum hydride). Run in C(C)OCC (diethyl ether). Product: NC1=NC(=NC=C1C(=O)C1=C(C(=CC=C1OC)F)F)NC1CCN(CC1)S(=O)(=O)CCCNC(CCO)CCO ([4-Amino-2-(1-[3-[3-hydroxy-1-(2-hydroxy-ethyl)-propylamino]-propane-1-sulfonyl]-piperidin-4-ylamino)-pyrimidin-5-yl]-(2,3-difluoro-6-methoxy-phenyl)-methanone). Reaction SMILES: [NH2:1][C:2]1[C:7]([C:8]([C:10]2[C:15]([O:16][CH3:17])=[CH:14][CH:13]=[C:12]([F:18])[C:11]=2[F:19])=[O:9])=[CH:6][N:5]=[C:4]([NH:20][CH:21]2[CH2:26][CH2:25][N:24]([S:27]([CH2:30][CH2:31][CH2:32]Cl)(=[O:29])=[O:28])[CH2:23][CH2:22]2)[N:3]=1.[NH2:34][CH:35]([CH2:39][CH2:40][OH:41])[CH2:36][CH2:37][OH:38].CCOC(CC(CC(OCC)=O)=O)=O.[H-].[Al+3].[Li+].[H-].[H-].[H-]>C(OCC)C>[NH2:1][C:2]1[C:7]([C:8]([C:10]2[C:15]([O:16][CH3:17])=[CH:14][CH:13]=[C:12]([F:18])[C:11]=2[F:19])=[O:9])=[CH:6][N:5]=[C:4]([NH:20][CH:21]2[CH2:26][CH2:25][N:24]([S:27]([CH2:30][CH2:31][CH2:32][NH:34][CH:35]([CH2:39][CH2:40][OH:41])[CH2:36][CH2:37][OH:38])(=[O:29])=[O:28])[CH2:23][CH2:22]2)[N:3]=1 |f:3.4.5.6.7.8|. Reported procedure: The compound was prepared from [4-amino-2-[1-(3-chloro-propane-1-sulfonyl)-piperidin-4-ylamino]-pyrimidin-5-yl]-(2,3-difluoro-6-methoxy-phenyl)-methanone (Example 226) and 3-amino-pentane-1,5-diol (prepared from the methyl oxime of diethyl 1,3-acetonedicarboxylate, Aldrich, by reduction with lithium aluminum hydride in diethyl ether) in an analogous manner as described in Example 227. HR-MS (ES, m/z) calculated for C25H37N6O6SF2 [(M+H)+] 587.2458, observed 587.2464. The reactants are OO (H2O2), ClC1=CC=C(C=C1)C1=NOC2=C1C=CC(=C2)SC(C(=O)OCC)(C)C (ethyl 2-[[3-(4-chlorophenyl)-1,2-benzisoxazol-6-yl]thio]-2-methylpropionate), OO (H2O2), C(=O)O (formic acid). The solvent is ClCCl (dichloromethane). Reaction conditions: time 45 minute. The product is ClC1=CC=C(C=C1)C1=NOC2=C1C=CC(=C2)S(=O)C(C(=O)OCC)(C)C (ethyl 2-[ [3-(4-chlorophenyl)-1,2-benzisoxazol-6yl-]sulfinyl]-2-methylpropionate). Yield: 52.0%. RXN SMILES: [Cl:1][C:2]1[CH:7]=[CH:6][C:5]([C:8]2[C:12]3[CH:13]=[CH:14][C:15]([S:17][C:18]([CH3:25])([CH3:24])[C:19]([O:21][CH2:22][CH3:23])=[O:20])=[CH:16][C:11]=3[O:10][N:9]=2)=[CH:4][CH:3]=1.OO.C(O)=[O:29]>ClCCl>[Cl:1][C:2]1[CH:7]=[CH:6][C:5]([C:8]2[C:12]3[CH:13]=[CH:14][C:15]([S:17]([C:18]([CH3:24])([CH3:25])[C:19]([O:21][CH2:22][CH3:23])=[O:20])=[O:29])=[CH:16][C:11]=3[O:10][N:9]=2)=[CH:4][CH:3]=1. Procedure: 3.0 g (8.0 mmole) of ethyl 2-[[3-(4-chlorophenyl)-1,2-benzisoxazol-6-yl]thio]-2-methylpropionate was combined in a flask with 0.91 g (1 eq.) of a 30% H2O2 solution, 10 ml of formic acid and 50 ml of dichloromethane. The mixture was briskly stirred and the reaction monitored by TLC. After 45 minutes, 1 ml more of a 30% H2O2 solution was added to consume the remaining starting material. The reaction was stopped when the TLC showed the starting material was consumed (at which point oxidation of the... Starting materials: C1(CC1)CN1CCN(CC1)C1=C(C=CC=C1)C1(CC(CC(C1)(C)C)(C)C)O (1-[2-(4-cyclopropylmethylpiperazin-1-yl)phenyl]-3,3,5,5-tetramethylcyclohexanol), FC(C(=O)O)(F)F (trifluoroacetic acid), C([O-])([O-])=O.[K+].[K+] (potassium carbonate). Run in O (water). Conditions: time 21 hour. Product: C1(CC1)CN1CCN(CC1)C1=C(C=CC=C1)C1=CC(CC(C1)(C)C)(C)C (1-Cyclopropylmethyl-4-[2-(3,3,5,5-tetramethylcyclohex-1-enyl)phenyl]piperazine). Yield: 91.6%. As a reaction SMILES: [CH:1]1([CH2:4][N:5]2[CH2:10][CH2:9][N:8]([C:11]3[CH:16]=[CH:15][CH:14]=[CH:13][C:12]=3[C:17]3(O)[CH2:22][C:21]([CH3:24])([CH3:23])[CH2:20][C:19]([CH3:26])([CH3:25])[CH2:18]3)[CH2:7][CH2:6]2)[CH2:3][CH2:2]1.FC(F)(F)C(O)=O.C(=O)([O-])[O-].[K+].[K+]>O>[CH:1]1([CH2:4][N:5]2[CH2:6][CH2:7][N:8]([C:11]3[CH:16]=[CH:15][CH:14]=[CH:13][C:12]=3[C:17]3[CH2:22][C:21]([CH3:24])([CH3:23])[CH2:20][C:19]([CH3:26])([CH3:25])[CH:18]=3)[CH2:9][CH2:10]2)[CH2:2][CH2:3]1 |f:2.3.4|. Reported procedure: A mixture of 1-[2-(4-cyclopropylmethylpiperazin-1-yl)phenyl]-3,3,5,5-tetramethylcyclohexanol (250 mg, 0.675 mmol) produced in Example (108b), water (0.12 mL) and trifluoroacetic acid (1.04 mL, 13.5 mmol) was stirred for 21 hours at an external temperature of room temperature. Aqueous solution of potassium carbonate was added to the reaction mixture and then extraction was performed with ethyl acetate. Organic layer was concentrated under reduced pressure to give a residue, which was purified by ...